Dataset: the Open Reaction Database (ORD), a public repository of structured organic reaction records. Task: describe an organic reaction: reactants, conditions, products, and yield Reactants: CCOC(=O)CCNC(=O)Nc1nc(C)c(-c2ccnc(N3CCOCC3)c2)s1, CCOC(=O)CCCN=C=O. Yields the product CCOC(=O)CCCNC(=O)Nc1nc(C)c(-c2ccnc(N3CCOCC3)c2)s1. As a reaction SMILES: [CH2:1]([O:2][C:3](=[O:4])[CH2:5][CH2:6][NH:7][C:8](=[O:9])[NH:10][c:11]1[s:12][c:13](-[c:17]2[cH:18][c:19]([N:23]3[CH2:24][CH2:25][O:26][CH2:27][CH2:28]3)[n:20][cH:21][cH:22]2)[c:14]([CH3:16])[n:15]1)[CH3:29].[CH2:30]([CH3:31])[O:32][C:33]([CH2:34][CH2:35][CH2:36][N:37]=[C:38]=[O:39])=[O:40]>>[CH2:6]([NH:7][C:8](=[O:9])[NH:10][c:11]1[s:12][c:13](-[c:17]2[cH:18][c:19]([N:23]3[CH2:24][CH2:25][O:26][CH2:27][CH2:28]3)[n:20][cH:21][cH:22]2)[c:14]([CH3:16])[n:15]1)[CH2:35][CH2:34][C:33]([O:32][CH2:30][CH3:31])=[O:40]. The reactants are CC(C)C[AlH]CC(C)C, CCOCC, Cl, N#Cc1ccc(OC(F)(F)F)cc1, C1COCCO1, O. Product: O=Cc1ccc(OC(F)(F)F)cc1. Reaction SMILES: [CH3:1][CH:2]([CH2:3][AlH:4][CH2:5][CH:6]([CH3:7])[CH3:8])[CH3:9].[CH3:30][CH2:31][O:32][CH2:33][CH3:34].[ClH:29].[F:10][C:11]([F:12])([F:13])[O:14][c:15]1[cH:16][cH:17][c:18]([C:21]#[N:22])[cH:19][cH:20]1.[O:23]1[CH2:24][CH2:25][O:26][CH2:27][CH2:28]1.[OH2:35]>>[F:10][C:11]([F:12])([F:13])[O:14][c:15]1[cH:16][cH:17][c:18]([CH:21]=[O:23])[cH:19][cH:20]1. Reactants: Cc1ccc(OCc2ccccc2)c(CO)n1, ClCCl, O=[Mn]=O. Product: Cc1ccc(OCc2ccccc2)c(C=O)n1. Reaction SMILES: [CH2:1]([c:2]1[cH:3][cH:4][cH:5][cH:6][cH:7]1)[O:8][c:9]1[c:10]([CH2:16][OH:17])[n:11][c:12]([CH3:15])[cH:13][cH:14]1.[Cl:18][CH2:19][Cl:20].[O:21]=[Mn:22]=[O:23]>>[CH2:1]([c:2]1[cH:3][cH:4][cH:5][cH:6][cH:7]1)[O:8][c:9]1[c:10]([CH:16]=[O:17])[n:11][c:12]([CH3:15])[cH:13][cH:14]1. Starting materials: COCCO (2-methoxyethanol), [OH-].[K+] (potassium hydroxide), ClCC1=CC=C(C(=O)C2=CC=CC=C2)C=C1 (4-(chloromethyl)benzophenone). The solvent is O (water). Product: COCCOCC1=CC=C(C(=O)C2=CC=CC=C2)C=C1 (4-(2-methoxyethoxymethyl)benzophenone). Yield: 86.0%. Reaction SMILES: [CH3:1][O:2][CH2:3][CH2:4][OH:5].[OH-].[K+].Cl[CH2:9][C:10]1[CH:23]=[CH:22][C:13]([C:14]([C:16]2[CH:21]=[CH:20][CH:19]=[CH:18][CH:17]=2)=[O:15])=[CH:12][CH:11]=1>O>[CH3:1][O:2][CH2:3][CH2:4][O:5][CH2:9][C:10]1[CH:23]=[CH:22][C:13]([C:14]([C:16]2[CH:21]=[CH:20][CH:19]=[CH:18][CH:17]=2)=[O:15])=[CH:12][CH:11]=1 |f:1.2|. Procedure details: To 25 milliliters of 2-methoxyethanol was added, with magnetic stirring, 5.0 grams (0.75 mole) of 85% potassium hydroxide pellets dissolved in 5 milliliters water. The amount of 5.0 grams (0.0216 mole) of 4-(chloromethyl)benzophenone was added, the mixture was refluxed for three hours, filtered with suction, and concentrated. Water was added and the oil which separated was isolated by extraction with ether to provide 5.0 grams (86% yield) of 4-(2-methoxyethoxymethyl)benzophenone as an orange col... Reactants: C(C)(=O)N1N=C(SC1(C1=CC=CC=C1)CCNS(=O)(=O)C)NC(C(C)C1=CC=CC=C1)=O (N-[4-acetyl-5-(2-methanesulfonylaminoethyl)-5-phenyl-4,5-dihydro-1,3,4-thiadiazol-2-yl]-2-phenylpropanamide), O.O.O.O.O.O.O.[Cl-].[Ce+3].[Cl-].[Cl-] (cerium chloride heptahydrate), [BH4-].[Na+] (sodium borohydride). Yields the product C(C)(=O)N1C(SC(=N1)N)(C1=CC=CC=C1)CCNS(=O)(=O)C (N-[2-(3-acetyl-5-amino-2-phenyl-2,3-dihydro-1,3,4-thiadiazol-2-yl)ethyl]methanesulfonamide). Isolated yield 50.9%. RXN SMILES: [C:1]([N:4]1[C:8]([CH2:15][CH2:16][NH:17][S:18]([CH3:21])(=[O:20])=[O:19])([C:9]2[CH:14]=[CH:13][CH:12]=[CH:11][CH:10]=2)[S:7][C:6]([NH:22]C(=O)C(C2C=CC=CC=2)C)=[N:5]1)(=[O:3])[CH3:2].O.O.O.O.O.O.O.[Cl-].[Ce+3].[Cl-].[Cl-].[BH4-].[Na+]>>[C:1]([N:4]1[N:5]=[C:6]([NH2:22])[S:7][C:8]1([CH2:15][CH2:16][NH:17][S:18]([CH3:21])(=[O:19])=[O:20])[C:9]1[CH:14]=[CH:13][CH:12]=[CH:11][CH:10]=1)(=[O:3])[CH3:2] |f:1.2.3.4.5.6.7.8.9.10.11,12.13|. Procedure details: In the same manner as that in Step 2 of Reference Example 20, from another diastereomer of N-[4-acetyl-5-(2-methanesulfonylaminoethyl)-5-phenyl-4,5-dihydro-1,3,4-thiadiazol-2-yl]-2-phenylpropanamide (0.632 g, 1.33 mmol) eluted later obtained in Step 3 mentioned above, cerium chloride heptahydrate (0.496 g, 1.33 mmol) and sodium borohydride (0.503 g, 13.3 mmol), optically active N-[2-(3-acetyl-5-amino-2-phenyl-2,3-dihydro-1,3,4-thiadiazol-2-yl)ethyl]methanesulfonamide (232 mg, 51%) was obtained. Starting materials: CC(C)(C)OC(=O)N1CCCC(c2ccccc2)C1C(=O)O, CCN(C(C)C)C(C)C, ClCCCl, CC1CC1CN(C)c1cc(C(=O)NN)cc(N(C)S(C)(=O)=O)n1, N=C=N, O=C([O-])[O-], On1nnc2ccccc21. Product: CC1CC1CN(C)c1cc(C(=O)NNC(=O)C2C(c3ccccc3)CCCN2C(=O)OC(C)(C)C)cc(N(C)S(C)(=O)=O)n1. As a reaction SMILES: [C:24]([CH3:25])([CH3:26])([CH3:27])[O:28][C:29](=[O:30])[N:31]1[CH:32]([C:43](=[O:44])[OH:45])[CH:33]([c:37]2[cH:38][cH:39][cH:40][cH:41][cH:42]2)[CH2:34][CH2:35][CH2:36]1.[CH:56]([N:57]([CH:58]([CH3:59])[CH3:60])[CH2:61][CH3:62])([CH3:63])[CH3:64].[Cl:72][CH2:73][CH2:74][Cl:75].[NH:1]([NH2:2])[C:3](=[O:4])[c:5]1[cH:6][c:7]([N:18]([S:19](=[O:20])(=[O:21])[CH3:22])[CH3:23])[n:8][c:9]([N:11]([CH2:12][CH:13]2[CH:14]([CH3:16])[CH2:15]2)[CH3:17])[cH:10]1.[NH:65]=[C:66]=[NH:67].[O-:68][C:69](=[O:70])[O-:71].[OH:46][n:47]1[c:48]2[cH:49][cH:50][cH:51][cH:52][c:53]2[n:54][n:55]1>>[NH:1]([NH:2][C:43]([CH:32]1[N:31]([C:29]([O:28][C:24]([CH3:25])([CH3:26])[CH3:27])=[O:30])[CH2:36][CH2:35][CH2:34][CH:33]1[c:37]1[cH:38][cH:39][cH:40][cH:41][cH:42]1)=[O:44])[C:3](=[O:4])[c:5]1[cH:6][c:7]([N:18]([S:19](=[O:20])(=[O:21])[CH3:22])[CH3:23])[n:8][c:9]([N:11]([CH2:12][CH:13]2[CH:14]([CH3:16])[CH2:15]2)[CH3:17])[cH:10]1.